From a dataset of the Open Reaction Database (ORD), a public repository of structured organic reaction records. describe an organic reaction: reactants, conditions, products, and yield Reactants: C1=CCC=CC1 (1,4-cyclohexadiene), BrC=1C(N(C=C(N1)Br)C=1C=C(C(=O)OC)C=CC1C)=O (3-(3,5-dibromo-2-oxo-2H-pyrazin-1-yl)-4-methyl-benzoic acid, methyl ester), C(C1=CC=CC=C1)NCCN(C)C (N′-benzyl-N,N-dimethylethylenediamine), C(C)(C)N(C(C)C)CC (N,N-diisopropylethylamine). The reagents and catalysts are [Pd] (palladium on carbon). Solvent: O1CCCC1 (tetrahydrofuran), O1CCCC1 (tetrahydrofuran). Conditions: temperature 100 celsius. Yields the product CN(CCN(C=1C(N(C=CN1)C=1C=C(C(=O)OC)C=CC1C)=O)CC1=CC=CC=C1)C (3-[3-[[2-(Dimethylamino)ethyl](phenylmethyl)amino]-2-oxo-1(2H)-pyrazinyl]-4-methyl-benzoic acid, methyl ester). Reaction SMILES: Br[C:2]1[C:3](=[O:20])[N:4]([C:9]2[CH:10]=[C:11]([CH:16]=[CH:17][C:18]=2[CH3:19])[C:12]([O:14][CH3:15])=[O:13])[CH:5]=[C:6](Br)[N:7]=1.[CH2:21]([NH:28][CH2:29][CH2:30][N:31]([CH3:33])[CH3:32])[C:22]1[CH:27]=[CH:26][CH:25]=[CH:24][CH:23]=1.C(N(CC)C(C)C)(C)C.C1CC=CCC=1>[Pd].O1CCCC1>[CH3:32][N:31]([CH3:33])[CH2:30][CH2:29][N:28]([CH2:21][C:22]1[CH:27]=[CH:26][CH:25]=[CH:24][CH:23]=1)[C:2]1[C:3](=[O:20])[N:4]([C:9]2[CH:10]=[C:11]([CH:16]=[CH:17][C:18]=2[CH3:19])[C:12]([O:14][CH3:15])=[O:13])[CH:5]=[CH:6][N:7]=1. Reported procedure: A mixture of 3-(3,5-dibromo-2-oxo-2H-pyrazin-1-yl)-4-methyl-benzoic acid, methyl ester (Example 1b, 129 mg), N′-benzyl-N,N-dimethylethylenediamine (0.1 mL), N,N-diisopropylethylamine (0.1 mL) and tetrahydrofuran (1 mL) was heated within a microwave for 15 minutes at 100° C. before being cooled to room temperature. The mixture was transferred to a mixture of palladium on carbon (10%, 50 mg) and tetrahydrofuran (1 mL) and 1,4-cyclohexadiene (1 mL) was added. The mixture was heated within a microwa... The reactants are Cl (hydrochloric acid), C(#N)C1=C(C=CC=C1)C1=CC=C(C=C1)CN1C(=NC2=C1C(=CC=C2)C(=O)OCC)C(C)C (ethyl 1-[(2'-cyanobiphenyl-4-yl)methyl]-2-isopropylbenzimidazole-7-carboxylate), [N-]=[N+]=[N-].[Na+] (sodium azide), [Cl-].[NH4+] (ammonium chloride). Run in CN(C)C=O (DMF), O (water). Reaction conditions: time 5 day. Product: C(C)(C)C1=NC2=C(N1CC1=CC=C(C=C1)C1=C(C=CC=C1)C1=NN=NN1)C(=CC=C2)C(=O)OCC (Ethyl 2-isopropyl-1-[[2'-(1H-tetrazol-5-yl)biphenyl-4-yl]methyl]benzimidazole-7-carboxylate). The yield is 51.4%. As a reaction SMILES: [C:1]([C:3]1[CH:8]=[CH:7][CH:6]=[CH:5][C:4]=1[C:9]1[CH:14]=[CH:13][C:12]([CH2:15][N:16]2[C:20]3[C:21]([C:25]([O:27][CH2:28][CH3:29])=[O:26])=[CH:22][CH:23]=[CH:24][C:19]=3[N:18]=[C:17]2[CH:30]([CH3:32])[CH3:31])=[CH:11][CH:10]=1)#[N:2].[N-:33]=[N+:34]=[N-:35].[Na+].[Cl-].[NH4+].Cl>CN(C=O)C.O>[CH:30]([C:17]1[N:16]([CH2:15][C:12]2[CH:11]=[CH:10][C:9]([C:4]3[CH:5]=[CH:6][CH:7]=[CH:8][C:3]=3[C:1]3[NH:35][N:34]=[N:33][N:2]=3)=[CH:14][CH:13]=2)[C:20]2[C:21]([C:25]([O:27][CH2:28][CH3:29])=[O:26])=[CH:22][CH:23]=[CH:24][C:19]=2[N:18]=1)([CH3:31])[CH3:32] |f:1.2,3.4|. Procedure details: A mixture of ethyl 1-[(2'-cyanobiphenyl-4-yl)methyl]-2-isopropylbenzimidazole-7-carboxylate (2.12 g), sodium azide (3.9 g) and ammonium chloride (3.2 g) in DMF (15 ml) was stirred for 5 days at 110°-120 C. To the reaction mixture was added water (150 ml), which was made acidic (pH 3-4) with dilute hydrochloric acid, followed by extraction with ethyl acetate. The organic layer was washed with water, dried and concentrated to dryness. The concentrate was crystallized from ethanol to afford colorle... The reactants are Cl.Cl.N1C=NC(=C1)CN1CCN(C2=C(C1)C=CC=C2)C(=O)C2=CC=CC1=CC=CC=C21 (2,3,4,5-Tetrahydro-4-(1H-imidazol-4-yl-methyl)-1-(1-naphthalenylcarbonyl)-1H-1,4-benzodiazepine, dihydrochloride), N1C=NC(=C1)C=O (4-imidazolecarboxaldehyde), CC(=O)O (AcOH), [BH-](OC(=O)C)(OC(=O)C)OC(=O)C.[Na+] (NaBH(OAc)3). Solvent: C(Cl)Cl (CH2Cl2), C(Cl)Cl (CH2Cl2). Run at time 1.5 hour. The product is CC(C)(OC(=O)N1CCN(C2=C(C1)C=CC=C2)CC=2N=CNC2)C (2,3,4,5-tetrahydro-4-[(1,1-dimethylethoxy)-carbonyl]-1-(1H-imidazol-4-yl-methyl)-1H-1,4-benzodiazepine). Yield: 40.0%. As a reaction SMILES: Cl.Cl.[NH:3]1[CH:7]=[C:6]([CH2:8][N:9]2CC3C=CC=CC=3[N:12]([C:20]([C:22]3[C:31]4[C:26](=CC=CC=4)[CH:25]=[CH:24][CH:23]=3)=O)[CH2:11][CH2:10]2)[N:5]=[CH:4]1.N1[CH:36]=[C:35]([CH:37]=O)N=C1.[BH-](OC(C)=O)(OC(C)=O)O[C:41](C)=O.[Na+].C[C:54]([OH:56])=[O:55]>C(Cl)Cl>[CH3:36][C:35]([CH3:37])([O:56][C:54]([N:12]1[CH2:20][C:22]2[CH:23]=[CH:24][CH:25]=[CH:26][C:31]=2[N:9]([CH2:8][C:6]2[N:5]=[CH:4][NH:3][CH:7]=2)[CH2:10][CH2:11]1)=[O:55])[CH3:41] |f:0.1.2,4.5|. Procedure details: To a mixture of compound Compound A of Example 4 (3.83 g, 15.4 mmol) and 4-imidazolecarboxaldehyde (2.22 g, 23.1 mmol) in 120 mL of CH2Cl2 and 3 mL of AcOH at room temperature was added NaBH(OAc)3 (4.89 g, 23.1 mmol). The mixture was stirred for 1.5 hours, diluted with 200 mL of CH2Cl2, and washed with 5% NaHCO3. The organic phase was dried over Na2SO4, filtered and concentrated in vacuo. Flash chromatography of the residue on silica (eluting with 5% MeOH/CH2Cl2 and trace NH4OH) afforded 2.01 g ...